Dataset: the Open Reaction Database (ORD), a public repository of structured organic reaction records. Task: describe an organic reaction: reactants, conditions, products, and yield Reactants: C1(=CC=CC=C1)P(C1=CC=CC=C1)C1=CC=CC=C1 (triphenyl phosphine), bistriphenyl phosphine, C(C(C)C)C1=CC=C(C=C1)C(C(=O)Cl)C ((2RS)-2-(4-isobutylphenyl)-propanoyl chloride). Run in CC(=O)C (acetone), CC(=O)C (acetone). Conditions: temperature 20 celsius. The product is C(C(C)C)C1=CC=C(C=C1)C(C=O)C ((2RS)-2-(4-isobutylphenyl)-propanal). Reaction SMILES: [CH2:1]([C:5]1[CH:10]=[CH:9][C:8]([CH:11]([CH3:15])[C:12](Cl)=[O:13])=[CH:7][CH:6]=1)[CH:2]([CH3:4])[CH3:3].C1(P(C2C=CC=CC=2)C2C=CC=CC=2)C=CC=CC=1>CC(C)=O>[CH2:1]([C:5]1[CH:6]=[CH:7][C:8]([CH:11]([CH3:15])[CH:12]=[O:13])=[CH:9][CH:10]=1)[CH:2]([CH3:4])[CH3:3]. Procedure: An aliquot of the so obtained (2RS)-2-(4-isobutylphenyl)-propanoyl chloride (44.8 g; 0.199 moles) is dissolved in acetone (200 ml); this solution is added dropwise to a suspension of triphenyl phosphine (112 g; 0.427 moles) and bistriphenyl phosphine cupper boron hydride (128 g; 0.212 moles) in acetone (600 ml) kept under stirring at 20° C. The product is COC1=CC2=C(N(C(OC2)=O)C)C=C1CC=O ((6-methoxy-1-methyl-2-oxo-1,4-dihydro-2H-benz[d][1,3]oxazin-7-yl)acetaldehyde). As a reaction SMILES: [OH:1][CH:2](CO)[CH2:3][C:4]1[C:5]([O:16][CH3:17])=[CH:6][C:7]2[CH2:12][O:11][C:10](=[O:13])[N:9]([CH3:14])[C:8]=2[CH:15]=1.O.I([O-])(=O)(=O)=O.[Na+]>O1CCCC1.CO.C(OCC)(=O)C>[CH3:17][O:16][C:5]1[C:4]([CH2:3][CH:2]=[O:1])=[CH:15][C:8]2[N:9]([CH3:14])[C:10](=[O:13])[O:11][CH2:12][C:7]=2[CH:6]=1 |f:2.3|. Yield: 67.8%. Procedure: 280 mg of 7-(2,3-dihydroxypropyl)-6-methoxy-1-methyl-1,4-dihydrobenz[d][1,3]oxazin-2-one was dissolved in 4 ml of tetrahydrofuran and 4 ml of methanol. Thereafter, 8 ml of water containing 0.29 g of sodium metaperiodate was added to the reaction solution while cooling on ice, and the obtained mixture was then stirred at room temperature for 30 minutes. The reaction solution was diluted with ethyl acetate and then washed with a saturated sodium chloride aqueous solution. The organic layer was dri... Starting materials: O (water), I(=O)(=O)(=O)[O-].[Na+] (sodium metaperiodate), OC(CC=1C(=CC2=C(N(C(OC2)=O)C)C1)OC)CO (7-(2,3-dihydroxypropyl)-6-methoxy-1-methyl-1,4-dihydrobenz[d][1,3]oxazin-2-one). The solvent is CO (methanol), O1CCCC1 (tetrahydrofuran), C(C)(=O)OCC (ethyl acetate). Conditions: time 30 minute. Reactants: O=C([O-])[O-], CC(C)(C)C(=O)Nc1cc(Cl)c(Cl)cn1, Cl, [Na+], [Na+]. Product: Nc1cc(Cl)c(Cl)cn1. As a reaction SMILES: [C:16](=[O:17])([O-:18])[O-:19].[Cl:1][c:2]1[cH:3][c:4]([NH:9][C:10](=[O:11])[C:12]([CH3:13])([CH3:14])[CH3:15])[n:5][cH:6][c:7]1[Cl:8].[ClH:22].[Na+:20].[Na+:21]>>[Cl:1][c:2]1[cH:3][c:4]([NH2:9])[n:5][cH:6][c:7]1[Cl:8]. Product: C(C1=CC=CC=C1)OC(=O)N1CCC(CC1)OC1=CC=C(C=C1)C[C@@H](COC1=CC(=CC=C1)C#N)NS(=O)(=O)C1=C(C(=O)OCC2=CC=CC=C2)C=CC=C1 (benzyl 2-[(2S)-1-[4-[1-(benzyloxycarbonyl)-4-piperidyloxy]phenyl]-3-(3-cyanophenoxy)-2-propylsulfamoyl]benzoate). Conditions: time 24 hour. Procedure details: 5 ml of 4 N hydrogen chloride in dioxane and 2.5 ml of dioxane were added to 500 mg (0.854 mmol) of 3-[(2S)-3-[4-[1-(benzyloxycarbonyl)-4-piperidyloxy]phenyl]-2-(4-iodobenzenesulfonylamino)propoxy]benzonitrile. The mixture was stirred at room temperature for 24 hours, and the solvent was distilled off under reduced pressure, and the resulting residue was dissolved in 8 ml of DMF, and 0.49 ml (2.56 mmol) of di-isopropylethylamine and 398 mg (1.28 mmol) of 2-(benzyloxycarbonyl)benzene sulfonyl chl... The reactants are Cl (hydrogen chloride), C(C1=CC=CC=C1)OC(=O)N1CCC(CC1)OC1=CC=C(C=C1)C[C@@H](COC=1C=C(C#N)C=CC1)NS(=O)(=O)C1=CC=C(C=C1)I (3-[(2S)-3-[4-[1-(benzyloxycarbonyl)-4-piperidyloxy]phenyl]-2-(4-iodobenzenesulfonylamino)propoxy]benzonitrile), C(C)(C)N(CC)C(C)C (di-isopropylethylamine), C(C1=CC=CC=C1)OC(=O)C1=C(C=CC=C1)S(=O)(=O)Cl (2-(benzyloxycarbonyl)benzene sulfonyl chloride). Run in O1CCOCC1 (dioxane), O1CCOCC1 (dioxane). RXN SMILES: Cl.[CH2:2]([O:9][C:10]([N:12]1[CH2:17][CH2:16][CH:15]([O:18][C:19]2[CH:24]=[CH:23][C:22]([CH2:25][C@H:26]([NH:37][S:38]([C:41]3[CH:46]=[CH:45][C:44](I)=[CH:43][CH:42]=3)(=[O:40])=[O:39])[CH2:27][O:28][C:29]3[CH:30]=[C:31]([CH:34]=[CH:35][CH:36]=3)[C:32]#[N:33])=[CH:21][CH:20]=2)[CH2:14][CH2:13]1)=[O:11])[C:3]1[CH:8]=[CH:7][CH:6]=[CH:5][CH:4]=1.C(N(C(C)C)CC)(C)C.[CH2:57]([O:64][C:65](C1C=CC=CC=1S(Cl)(=O)=O)=[O:66])[C:58]1[CH:63]=[CH:62][CH:61]=[CH:60][CH:59]=1>O1CCOCC1>[CH2:2]([O:9][C:10]([N:12]1[CH2:17][CH2:16][CH:15]([O:18][C:19]2[CH:24]=[CH:23][C:22]([CH2:25][C@H:26]([NH:37][S:38]([C:41]3[CH:46]=[CH:45][CH:44]=[CH:43][C:42]=3[C:65]([O:64][CH2:57][C:58]3[CH:63]=[CH:62][CH:61]=[CH:60][CH:59]=3)=[O:66])(=[O:40])=[O:39])[CH2:27][O:28][C:29]3[CH:36]=[CH:35][CH:34]=[C:31]([C:32]#[N:33])[CH:30]=3)=[CH:21][CH:20]=2)[CH2:14][CH2:13]1)=[O:11])[C:3]1[CH:8]=[CH:7][CH:6]=[CH:5][CH:4]=1. Reactants: NC=1C(=NC(=CN1)Br)C(=O)O (3-amino-6-bromopyrazine-2-carboxylic acid), TEA, NC1=C(C=CC(=C1)OC)N1CCC(CC1)NC(OC(C)(C)C)=O (tert-butyl 1-(2-amino-4-methoxyphenyl)piperidin-4-ylcarbamate). Run in C(C)#N (ACN). The product is NC=1C(=NC(=CN1)Br)C(=O)NC1=C(C=CC(=C1)OC)N1CCC(CC1)NC(OC(C)(C)C)=O (tert-butyl 1-(2-(3-amino-6-bromopyrazine-2-carboxamido)-4-methoxyphenyl)piperidin-4-ylcarbamate). Isolated yield 7.0%. RXN SMILES: [NH2:1][C:2]1[CH:7]=[C:6]([O:8][CH3:9])[CH:5]=[CH:4][C:3]=1[N:10]1[CH2:15][CH2:14][CH:13]([NH:16][C:17](=[O:23])[O:18][C:19]([CH3:22])([CH3:21])[CH3:20])[CH2:12][CH2:11]1.[NH2:24][C:25]1[C:26]([C:32](O)=[O:33])=[N:27][C:28]([Br:31])=[CH:29][N:30]=1>C(#N)C>[NH2:24][C:25]1[C:26]([C:32]([NH:1][C:2]2[CH:7]=[C:6]([O:8][CH3:9])[CH:5]=[CH:4][C:3]=2[N:10]2[CH2:15][CH2:14][CH:13]([NH:16][C:17](=[O:23])[O:18][C:19]([CH3:20])([CH3:22])[CH3:21])[CH2:12][CH2:11]2)=[O:33])=[N:27][C:28]([Br:31])=[CH:29][N:30]=1. Procedure: Following method 11, tert-butyl 1-(2-amino-4-methoxyphenyl)piperidin-4-ylcarbamate was coupled to 3-amino-6-bromopyrazine-2-carboxylic acid with TEA (3 eq) in ACN at 55° C. for 48 hours. Concentrated, triturated in cold ACN, filtered, and dried in vacuo yielding tert-butyl 1-(2-(3-amino-6-bromopyrazine-2-carboxamido)-4-methoxyphenyl)piperidin-4-ylcarbamate (7%). LCMS (m/z): 521.1 (MH+); LC Rt=3.63 min. The reactants are C#Cc1ncc(-c2ccc(Cl)cc2)cc1Cl, OCCOc1ccc(I)cc1. Product: OCCOc1ccc(C#Cc2ncc(-c3ccc(Cl)cc3)cc2Cl)cc1. As a reaction SMILES: [Cl:1][c:2]1[c:3]([C:15]#[CH:16])[n:4][cH:5][c:6](-[c:8]2[cH:9][cH:10][c:11]([Cl:14])[cH:12][cH:13]2)[cH:7]1.[I:17][c:18]1[cH:19][cH:20][c:21]([O:22][CH2:23][CH2:24][OH:25])[cH:26][cH:27]1>>[Cl:1][c:2]1[c:3]([C:15]#[C:16][c:18]2[cH:19][cH:20][c:21]([O:22][CH2:23][CH2:24][OH:25])[cH:26][cH:27]2)[n:4][cH:5][c:6](-[c:8]2[cH:9][cH:10][c:11]([Cl:14])[cH:12][cH:13]2)[cH:7]1.